From a dataset of the Open Reaction Database (ORD), a public repository of structured organic reaction records. describe an organic reaction: reactants, conditions, products, and yield Run in CO (MeOH), CCOCC (Et2O). The product is Cl.CN1C2=C(C=3C1=NC(=CC3)N3C(C=C(C=C3)C3=NC=C(C=C3)C(F)(F)F)=O)CNCC2 (1-(9-Methyl-5,7,8,9-tetrahydro-6H-pyrido[3′,4′:4,5]pyrrolo[2,3-b]pyridin-2-yl)-4-(5-(trifluoromethyl)pyridin-2-yl)pyridin-2(1H)-one hydrochloride). Procedure: tert-Butyl 9-methyl-2-(2-oxo-4-(5-(trifluoromethyl)pyridin-2-yl)pyridin-1(2H)-yl)-5,7,8,9-tetrahydro-6H-pyrido[3′,4′:4,5]pyrrolo[2,3-b]pyridine-6-carboxylate (82 mg, 0.16 mmol) was treated with 1.25 M HCl in MeOH (5.0 mL), and the resulting solution was stirred at ambient temperature for 18 h. The solution was diluted with Et2O, and the resulting solids were collected by filtration to provide the title compound (55 mg, 76%) as a yellow solid: 298-302° C. decomp.; 1H NMR (500 MHz, DMSO-d6) δ 9.30... Conditions: time 18 hour. As a reaction SMILES: [CH3:1][N:2]1[C:6]2=[N:7][C:8]([N:11]3[CH:16]=[CH:15][C:14]([C:17]4[CH:22]=[CH:21][C:20]([C:23]([F:26])([F:25])[F:24])=[CH:19][N:18]=4)=[CH:13][C:12]3=[O:27])=[CH:9][CH:10]=[C:5]2[C:4]2[CH2:28][N:29](C(OC(C)(C)C)=O)[CH2:30][CH2:31][C:3]1=2.[ClH:39]>CO.CCOCC>[ClH:39].[CH3:1][N:2]1[C:6]2=[N:7][C:8]([N:11]3[CH:16]=[CH:15][C:14]([C:17]4[CH:22]=[CH:21][C:20]([C:23]([F:24])([F:25])[F:26])=[CH:19][N:18]=4)=[CH:13][C:12]3=[O:27])=[CH:9][CH:10]=[C:5]2[C:4]2[CH2:28][NH:29][CH2:30][CH2:31][C:3]1=2 |f:4.5|. Starting materials: CN1C2=C(C=3C1=NC(=CC3)N3C(C=C(C=C3)C3=NC=C(C=C3)C(F)(F)F)=O)CN(CC2)C(=O)OC(C)(C)C (tert-Butyl 9-methyl-2-(2-oxo-4-(5-(trifluoromethyl)pyridin-2-yl)pyridin-1(2H)-yl)-5,7,8,9-tetrahydro-6H-pyrido[3′,4′:4,5]pyrrolo[2,3-b]pyridine-6-carboxylate), Cl (HCl). Yield: 76.0%. The solvent is C1CCOC1 (THF), C1CCOC1 (THF). As a reaction SMILES: [BH4-].[Li+].[CH3:3][O:4][C:5]1[CH:6]=[C:7]2[C:11](=[CH:12][CH:13]=1)/[C:10](=[CH:14]\[C:15]1[CH:20]=[CH:19][C:18]([S:21][CH3:22])=[CH:17][CH:16]=1)/[C:9]([CH3:23])=[C:8]2[CH2:24][C:25](Cl)=[O:26]>C1COCC1>[CH3:3][O:4][C:5]1[CH:6]=[C:7]2[C:11](=[CH:12][CH:13]=1)/[C:10](=[CH:14]\[C:15]1[CH:16]=[CH:17][C:18]([S:21][CH3:22])=[CH:19][CH:20]=1)/[C:9]([CH3:23])=[C:8]2[CH2:24][CH2:25][OH:26] |f:0.1|. Procedure details: Lithium borohydride (1.38 mmol) in THF (2 ml) is added slowly to a solution of (Z)-5-methoxy-2-methyl-1-(4-methylthiobenzylidene)-3-indenylacetyl chloride (2.78 mmol) in THF (20 ml) at 0° C. The reaction is quenched after 5 minutes with HCl (10%, aqueous, 30 ml). Ethyl acetate (50 ml) is added to extract the product. The reactants are [BH4-].[Li+] (Lithium borohydride), COC=1C=C2C(=C(/C(/C2=CC1)=C/C1=CC=C(C=C1)SC)C)CC(=O)Cl ((Z)-5-methoxy-2-methyl-1-(4-methylthiobenzylidene)-3-indenylacetyl chloride). The product is COC=1C=C2C(=C(/C(/C2=CC1)=C/C1=CC=C(C=C1)SC)C)CCO ((Z)-5-Methoxy-2-methyl-1-(4-methylthiobenzylidene)-1H-3-indenyl-(2-hydroxy)ethane). Reactants: ClC1=NN2C(C=3CCCCC13)=NC=C2 (6-chloro-7,8,9,10-tetrahydroimidazo[2,1-a]phthalazine), N1CCCC1 (pyrrolidine). The solvent is ice water. The product is N1(CCCC1)C1=NN2C(C=3CCCCC13)=NC=C2 (6-(1-pyrrolidinyl)-7,8,9,10-tetrahydroimidazo[2,1-a]phthalazine). As a reaction SMILES: Cl[C:2]1[C:11]2[CH2:10][CH2:9][CH2:8][CH2:7][C:6]=2[C:5]2=[N:12][CH:13]=[CH:14][N:4]2[N:3]=1.[NH:15]1[CH2:19][CH2:18][CH2:17][CH2:16]1>>[N:15]1([C:2]2[C:11]3[CH2:10][CH2:9][CH2:8][CH2:7][C:6]=3[C:5]3=[N:12][CH:13]=[CH:14][N:4]3[N:3]=2)[CH2:19][CH2:18][CH2:17][CH2:16]1. Procedure: A mixture was prepared by adding 4.5 g of 6-chloro-7,8,9,10-tetrahydroimidazo[2,1-a]phthalazine to 8.7 g of pyrrolidine and this was heated at reflux for 6.5 hours during which time the mixture turned brown. The reaction mixture was then poured into about 150 ml of ice water. A solid formed immediately and this was separated by filtration and air dried to give 6-(1-pyrrolidinyl)-7,8,9,10-tetrahydroimidazo[2,1-a]phthalazine melting at about 128° C. Starting materials: BrC=1C(=C2C=NNC2=CC1)OC (5-bromo-4-methoxy-1H-indazole), [H-].[Na+] (sodium hydride), ClCOCC[Si](C)(C)C ((2-chloromethoxy-ethyl)-trimethylsilane). Solvent: C1CCOC1 (THF). Run at time 5 minute. Yields the product BrC=1C(=C2C=NN(C2=CC1)COCC[Si](C)(C)C)OC (5-Bromo-4-methoxy-1-(2-trimethylsilanyl-ethoxymethyl)-1H-indazole). Yield: 56.4%. As a reaction SMILES: [Br:1][C:2]1[C:3]([O:11][CH3:12])=[C:4]2[C:8](=[CH:9][CH:10]=1)[NH:7][N:6]=[CH:5]2.[H-].[Na+].Cl[CH2:16][O:17][CH2:18][CH2:19][Si:20]([CH3:23])([CH3:22])[CH3:21]>C1COCC1>[Br:1][C:2]1[C:3]([O:11][CH3:12])=[C:4]2[C:8](=[CH:9][CH:10]=1)[N:7]([CH2:16][O:17][CH2:18][CH2:19][Si:20]([CH3:23])([CH3:22])[CH3:21])[N:6]=[CH:5]2 |f:1.2|. Reported procedure: To a stirred solution of 5-bromo-4-methoxy-1H-indazole (1.33 g, 5.9 mmol) in THF (20 mL) at 0° C., under a nitrogen atmosphere, was added sodium hydride (280 mg, 7 mmol) portionwise. After 5 min, (2-chloromethoxy-ethyl)-trimethylsilane (1.36 mL, 7.7 mmol) was added dropwise. After 3 hours, the reaction mixture was quenched with water (20 mL). The resulting biphasic mixture was separated, extracted with ethyl acetate (2×50 mL) and the combined organic layers were washed with brine (30 mL), dried ... Starting materials: CO, Cc1cc([N+](=O)[O-])cc[n+]1[O-]. The product is Cc1cc(N)cc[n+]1[O-]. As a reaction SMILES: [CH3:12][OH:13].[CH3:1][c:2]1[n+:3]([O-:11])[cH:4][cH:5][c:6]([N+:8]([O-:9])=[O:10])[cH:7]1>>[CH3:1][c:2]1[n+:3]([O-:11])[cH:4][cH:5][c:6]([NH2:8])[cH:7]1.